This data is from the Open Reaction Database (ORD), a public repository of structured organic reaction records. The task is: describe an organic reaction: reactants, conditions, products, and yield The reactants are C(#N)C1=CC=C(C=C1)C1=CC=C(C=C1)O (4-cyano-4'-hydroxybiphenyl), [OH-].[Na+] (NaOH), [OH-].[Na+] (NaOH), ClCCCO (3-chloro-1-propanol). Solvent: C(C)O (ethanol). Conditions: temperature 80 celsius, time 10 minute. Yields the product C(#N)C1=CC=C(C=C1)C1=CC=C(C=C1)OCCCO (4-cyano-4'-(3-hydroxypropoxy)biphenyl). Isolated yield 20.6%. Reaction SMILES: [C:1]([C:3]1[CH:8]=[CH:7][C:6]([C:9]2[CH:14]=[CH:13][C:12]([OH:15])=[CH:11][CH:10]=2)=[CH:5][CH:4]=1)#[N:2].[OH-].[Na+].Cl[CH2:19][CH2:20][CH2:21][OH:22]>C(O)C>[C:1]([C:3]1[CH:4]=[CH:5][C:6]([C:9]2[CH:14]=[CH:13][C:12]([O:15][CH2:19][CH2:20][CH2:21][OH:22])=[CH:11][CH:10]=2)=[CH:7][CH:8]=1)#[N:2] |f:1.2|. Procedure: Into a 300 ml flask, 20 g (102.4 mmol) of 4-cyano-4'-hydroxybiphenyl, 140 ml of ethanol and a NaOH aqueous solution (7.48 g (132.2 mmol) of NaOH/40 ml of water) were added. The mixture was stirred at 80° C. for 10 minutes, and then 10.66 g (112.8 mmol) of 3-chloro-1-propanol was added thereto. The mixture was heated and refluxed for 18 hours. Ethanol was distilled off. Then, 300 ml of water was added to the reaction solution, and the mixture was neutralized with hydrochloric acid. Precipitated c... Starting materials: CC(C)(C)[Si](C)(C)OCCBr, O=C([O-])[O-], COC(=O)N=C(SC)C(=Nc1ccc(-c2noc(C)n2)cc1)c1cc(OC)cc(O)c1F, [Cl-], [K+], [K+], [NH4+], CN(C)C=O, O. Product: COC(=O)N=C(SC)C(=Nc1ccc(-c2noc(C)n2)cc1)c1cc(OC)cc(OCCO[Si](C)(C)C(C)(C)C)c1F. RXN SMILES: [Br:39][CH2:40][CH2:41][O:42][Si:43]([CH3:44])([CH3:45])[C:46]([CH3:47])([CH3:48])[CH3:49].[C:33](=[O:34])([O-:35])[O-:36].[CH3:1][O:2][C:3]([N:4]=[C:5]([C:6](=[N:7][c:8]1[cH:9][cH:10][c:11](-[c:14]2[n:15][o:16][c:17]([CH3:19])[n:18]2)[cH:12][cH:13]1)[c:20]1[c:21]([F:29])[c:22]([OH:28])[cH:23][c:24]([O:26][CH3:27])[cH:25]1)[S:30][CH3:31])=[O:32].[Cl-:50].[K+:37].[K+:38].[NH4+:51].[O:53]=[CH:54][N:55]([CH3:56])[CH3:57].[OH2:52]>>[CH3:1][O:2][C:3]([N:4]=[C:5]([C:6](=[N:7][c:8]1[cH:9][cH:10][c:11](-[c:14]2[n:15][o:16][c:17]([CH3:19])[n:18]2)[cH:12][cH:13]1)[c:20]1[c:21]([F:29])[c:22]([O:28][CH2:40][CH2:41][O:42][Si:43]([CH3:44])([CH3:45])[C:46]([CH3:47])([CH3:48])[CH3:49])[cH:23][c:24]([O:26][CH3:27])[cH:25]1)[S:30][CH3:31])=[O:32]. Product: COc1ccc(C2=NN(C3CCN(C(=O)c4cc(C)ccc4C)CC3)C(=O)C2(C)C)c2c1OC(C)(C)C2. The reactants are COc1ccc(C2=NN(C3CCNCC3)C(=O)C2(C)C)c2c1OC(C)(C)C2, Cc1ccc(C)c(C(=O)O)c1. As a reaction SMILES: [CH3:1][O:2][c:3]1[cH:4][cH:5][c:6]([C:14]2=[N:18][N:17]([CH:19]3[CH2:20][CH2:21][NH:22][CH2:23][CH2:24]3)[C:16](=[O:25])[C:15]2([CH3:26])[CH3:27])[c:7]2[c:11]1[O:10][C:9]([CH3:12])([CH3:13])[CH2:8]2.[CH3:28][c:29]1[c:30]([C:31](=[O:32])[OH:33])[cH:34][c:35]([CH3:38])[cH:36][cH:37]1>>[CH3:1][O:2][c:3]1[cH:4][cH:5][c:6]([C:14]2=[N:18][N:17]([CH:19]3[CH2:20][CH2:21][N:22]([C:31]([c:30]4[c:29]([CH3:28])[cH:37][cH:36][c:35]([CH3:38])[cH:34]4)=[O:32])[CH2:23][CH2:24]3)[C:16](=[O:25])[C:15]2([CH3:26])[CH3:27])[c:7]2[c:11]1[O:10][C:9]([CH3:12])([CH3:13])[CH2:8]2.